This data is from the Open Reaction Database (ORD), a public repository of structured organic reaction records. The task is: describe an organic reaction: reactants, conditions, products, and yield Reactants: C([O-])([O-])=O.[K+].[K+] (potassium carbonate), (R)-3-(p-tosyloxy)-2-pyrrolidone, ON=C(C(=O)OCC)C(C)=O (ethyl 2-hydroxyimino-3-oxo-n-butyrate). Solvent: CC(=O)C (acetone). Reaction conditions: time 15 hour. Yields the product N1C([C@H](CC1)O\N=C(/C(=O)OCC)\C(C)=O)=O (ethyl (Z)-2-[((3S)-2-pyrrolidon-3-yl)oxyimino]-3-oxo-n-butyrate). Isolated yield 135.5%. As a reaction SMILES: [OH:1][N:2]=[C:3]([C:9](=[O:11])[CH3:10])[C:4]([O:6][CH2:7][CH3:8])=[O:5].[C:12](=[O:15])([O-])[O-].[K+].[K+]>CC(C)=O>[NH:2]1[CH2:3][CH2:9][C@H:10]([O:1]/[N:2]=[C:3](/[C:9](=[O:11])[CH3:10])\[C:4]([O:6][CH2:7][CH3:8])=[O:5])[C:12]1=[O:15] |f:1.2.3|. Procedure details: 3.2 g of ethyl 2-hydroxyimino-3-oxo-n-butyrate are dissolved in 25 ml of acetone, and 4.2 g of potassium carbonate and 7.6 g of (R)-3-(p-tosyloxy)-2-pyrrolidone are added thereto. After the mixture is stirred at room temperature for 15 hours, the mixture is concentrated under reduced pressure to dryness. 50 ml of ice-water are added to the residue, and the mixture is extracted with ethyl acetate. The extract is dried and concentrated under reduced pressure to dryness. 3.3 g of ethyl (Z)-2-[((3S)... The reactants are BrC1=NC=C(C#N)C=C1 (6-bromonicotinonitrile), N1(CC(NCC1)C(=O)OC)C(=O)OC(C)(C)C (1-tert-butyl 3-methyl piperazine-1,3-dicarboxylate), C(=O)OC(C)(C)C (H-Boc). Yields the product C(#N)C=1C=CC(=NC1)N1C(CN(CC1)C(=O)OC(C)(C)C)C(=O)OC (1-tert-Butyl 3-methyl 4-(5-cyanopyridin-2-yl)piperazine-1,3-dicarboxylate). Isolated yield 36.0%. Reaction SMILES: Br[C:2]1[CH:9]=[CH:8][C:5]([C:6]#[N:7])=[CH:4][N:3]=1.[N:10]1([C:20]([O:22][C:23]([CH3:26])([CH3:25])[CH3:24])=[O:21])[CH2:15][CH2:14][NH:13][CH:12]([C:16]([O:18][CH3:19])=[O:17])[CH2:11]1.C(OC(C)(C)C)=O>>[C:6]([C:5]1[CH:8]=[CH:9][C:2]([N:13]2[CH2:14][CH2:15][N:10]([C:20]([O:22][C:23]([CH3:24])([CH3:25])[CH3:26])=[O:21])[CH2:11][CH:12]2[C:16]([O:18][CH3:19])=[O:17])=[N:3][CH:4]=1)#[N:7]. Reported procedure: This compound was synthesized from 6-bromonicotinonitrile and 1-tert-butyl 3-methyl piperazine-1,3-dicarboxylate as described for example 43 step 1 (200 mg, yield 36%). 1H NMR (400 MHz, CDCl3) δ 8.42 (d, J=2.3 Hz, 1H), 7.72-7.69 (dd, J=9.0 Hz, 2.3 Hz, 1H), 6.68 (d, J=9.0 Hz, 1H), 5.35 (m, 1H), 4.67-4.64 (d, J=13.6 Hz, 1H), 4.19 (m, 1H), 3.81-3.79 (d, J=9.8 Hz, 1H), 3.73 (s, 3H), 3.53-3.48 (m, 1H), 3.27-3.23 (m, 1H), 3.06 (m, 1H), 1.47 (s, 9H). MS (ESI) m/z: Calculated for C17H22N4O4: 346.16. fou... The reactants are BrC1=CC=C(C=C1)Cl (4-bromochlorobenzene), COC=C=C (methoxyallene), cuprous bromide, [Mg] (magnesium), BrC1=CC=C(C=C1)Cl (4-bromochlorobenzene), [Cl-].[NH4+] (ammonium chloride). The solvent is OC(CN1C=NC=C1)C1=CC=C(C=C1)NS(=O)(=O)C (N-[4-(1-Hydroxy-2-(1H-imidazol-1-yl)ethyl]phenyl]methanesulfonamide), CCOCC (ether), CCOCC (ether), CCOCC (ether). Yields the product ClC1=CC=C(C=C1)CC#C (1-Chloro-4-(2-propynyl)benzene). RXN SMILES: [Mg].Br[C:3]1[CH:8]=[CH:7][C:6]([Cl:9])=[CH:5][CH:4]=1.CO[CH:12]=[C:13]=[CH2:14].[Cl-].[NH4+]>CCOCC.OC(C1C=CC(NS(C)(=O)=O)=CC=1)CN1C=CN=C1>[Cl:9][C:6]1[CH:7]=[CH:8][C:3]([CH2:14][C:13]#[CH:12])=[CH:4][CH:5]=1 |f:3.4|. Procedure details: In a flask containing 59 g (2.43 mole) magnesium turnings in 500 ml anhydrous ether under an atmosphere of nitroge add slowly a solution of 465 g (2.43 mole) of 4-bromochlorobenzene in 1 liter 4 anhydrous ether. With caution, once the Grignard has started maintain slow reflux until all 4-bromochlorobenzene has been added. Stir an additional hour and then add this Grignard (maintain slow reflux) to a suspension of 170 g (2.43 mole) methoxyallene and 69 g of cuprous bromide in 300 ml anhydrous eth... As a reaction SMILES: C(OC(=O)N[C@H](CO)[C@H](OCC1C=CC=CC=1)C)(C)(C)C.C(OC(=O)CBr)(C)(C)C.C(OC(=O)C[O:38][CH2:39][C@@H:40]([NH:51][C:52]([C:54](C)(C)C)=[O:53])[C@H:41]([O:43][CH2:44][C:45]1[CH:50]=[CH:49][CH:48]=[CH:47][CH:46]=1)[CH3:42])(C)(C)C.FC(F)(F)C(O)=O>C1(C)C=CC=CC=1.S([O-])(O)(=O)=O.C([N+](CCCC)(CCCC)CCCC)CCC.[OH-].[Na+].ClCCl.O>[CH2:44]([O:43][C@@H:41]([C@@H:40]1[NH:51][C:52](=[O:53])[CH2:54][O:38][CH2:39]1)[CH3:42])[C:45]1[CH:46]=[CH:47][CH:48]=[CH:49][CH:50]=1 |f:5.6,7.8|. Procedure details: To a solution of ((1R,2R)-2-benzyloxy-1-hydroxymethylpropyl)carbamic acid t-butyl ester (83.1 g, CAS No. 133565-43-2) in toluene (400 mL) was added tetrabutylammonium hydrogen sulfate (24.1 g) in 50% aqueous sodium hydroxide (400 mL). t-Butylbromoacetate (125 mL) was dropwise added to the resultant solution while cooling with ice, and this solution was stirred at the same temperature for 3 hours. Then, water (500 mL) and toluene (500 mL) was added to the solution. The organic layer was separated... Starting materials: C(C)(C)(C)OC(N[C@@H]([C@@H](C)OCC1=CC=CC=C1)CO)=O (((1R,2R)-2-benzyloxy-1-hydroxymethylpropyl)carbamic acid t-butyl ester), C(C)(C)(C)OC(CBr)=O (t-Butylbromoacetate), resultant solution, C(C)(C)(C)OC(COC[C@H]([C@@H](C)OCC1=CC=CC=C1)NC(=O)C(C)(C)C)=O (((2R,3R)-3-benzyloxy-2-t-butylcarbonylaminobutoxy)acetic acid t-butyl ester), FC(C(=O)O)(F)F (trifluoroacetic acid), resultant solution. Yields the product C(C1=CC=CC=C1)O[C@H](C)[C@H]1COCC(N1)=O ((R)-5-((R)-1-benzyloxyethyl)morpholine-3-one). The reagents and catalysts are S(=O)(=O)(O)[O-].C(CCC)[N+](CCCC)(CCCC)CCCC (tetrabutylammonium hydrogen sulfate). Conditions: time 3 hour. Solvent: C1(=CC=CC=C1)C (toluene), [OH-].[Na+] (sodium hydroxide), C1(=CC=CC=C1)C (toluene), O (water), ClCCl (dichloromethane). Reactants: B, CSC, CO, O=C(O)CCC(F)(F)C(F)(F)C(F)(F)C(F)(F)F, C1CCOC1. The product is OCCCC(F)(F)C(F)(F)C(F)(F)C(F)(F)F. As a reaction SMILES: [BH3:4].[CH3:1][S:2][CH3:3].[CH3:23][OH:24].[F:5][C:6]([CH2:7][CH2:8][C:9](=[O:10])[OH:11])([C:12]([C:13]([C:14]([F:15])([F:16])[F:17])([F:18])[F:19])([F:20])[F:21])[F:22].[O:25]1[CH2:26][CH2:27][CH2:28][CH2:29]1>>[F:5][C:6]([CH2:7][CH2:8][CH2:9][OH:10])([C:12]([C:13]([C:14]([F:15])([F:16])[F:17])([F:18])[F:19])([F:20])[F:21])[F:22]. Starting materials: CCOC(=O)C(CS)c1ccc(NC(=N)N)cc1, CCO, [Li+], C1CCOC1, [OH-], O, O=C(O)C(F)(F)F. Product: N=C(N)Nc1ccc(C(CS)C(=O)O)cc1. As a reaction SMILES: [CH2:1]([CH3:2])[O:3][C:4]([CH:5]([CH2:6][SH:7])[c:8]1[cH:9][cH:10][c:11]([NH:14][C:15](=[NH:16])[NH2:17])[cH:12][cH:13]1)=[O:18].[CH2:33]([OH:34])[CH3:35].[Li+:20].[O:28]1[CH2:29][CH2:30][CH2:31][CH2:32]1.[OH-:19].[OH2:36].[OH:21][C:22]([C:23]([F:24])([F:25])[F:26])=[O:27]>>[O:3]=[C:4]([CH:5]([CH2:6][SH:7])[c:8]1[cH:9][cH:10][c:11]([NH:14][C:15](=[NH:16])[NH2:17])[cH:12][cH:13]1)[OH:18].